This data is from the Open Reaction Database (ORD), a public repository of structured organic reaction records. The task is: describe an organic reaction: reactants, conditions, products, and yield The reactants are Cc1cc(-c2ccccc2)nn1Cc1ccc(CO)cc1, ClCCl, CCOC(=O)N=NC(=O)OCC, COC(=O)CCc1ccc(O)cc1, c1ccc(P(c2ccccc2)c2ccccc2)cc1. Product: COC(=O)CCc1ccc(OCc2ccc(Cn3nc(-c4ccccc4)cc3C)cc2)cc1. Reaction SMILES: [CH3:1][c:2]1[cH:3][c:4](-[c:16]2[cH:17][cH:18][cH:19][cH:20][cH:21]2)[n:5][n:6]1[CH2:7][c:8]1[cH:9][cH:10][c:11]([CH2:14][OH:15])[cH:12][cH:13]1.[Cl:66][CH2:67][Cl:68].[O:54]=[C:55]([O:56][CH2:57][CH3:58])[N:59]=[N:60][C:61]([O:62][CH2:63][CH3:64])=[O:65].[OH:22][c:23]1[cH:24][cH:25][c:26]([CH2:29][CH2:30][C:31](=[O:32])[O:33][CH3:34])[cH:27][cH:28]1.[c:35]1([P:36]([c:37]2[cH:38][cH:39][cH:40][cH:41][cH:42]2)[c:43]2[cH:44][cH:45][cH:46][cH:47][cH:48]2)[cH:49][cH:50][cH:51][cH:52][cH:53]1>>[CH3:1][c:2]1[cH:3][c:4](-[c:16]2[cH:17][cH:18][cH:19][cH:20][cH:21]2)[n:5][n:6]1[CH2:7][c:8]1[cH:9][cH:10][c:11]([CH2:14][O:15][c:23]2[cH:24][cH:25][c:26]([CH2:29][CH2:30][C:31](=[O:32])[O:33][CH3:34])[cH:27][cH:28]2)[cH:12][cH:13]1.